From a dataset of the Open Reaction Database (ORD), a public repository of structured organic reaction records. describe an organic reaction: reactants, conditions, products, and yield The reactants are CO, COC(=O)C1CCCCc2c1[nH]c1ccc(Cl)cc21, ClCCl, N. Yields the product NC(=O)C1CCCCc2c1[nH]c1ccc(Cl)cc21. RXN SMILES: [CH3:24][OH:25].[Cl:1][c:2]1[cH:3][c:4]2[c:5]3[c:6]([nH:7][c:8]2[cH:9][cH:10]1)[CH:11]([C:16]([O:18][CH3:17])=[O:19])[CH2:12][CH2:13][CH2:14][CH2:15]3.[Cl:20][CH2:21][Cl:22].[NH3:23]>>[Cl:1][c:2]1[cH:3][c:4]2[c:5]3[c:6]([nH:7][c:8]2[cH:9][cH:10]1)[CH:11]([C:16](=[O:18])[NH2:23])[CH2:12][CH2:13][CH2:14][CH2:15]3. The reactants are Cl (hydrochloric acid), ClCCC(=O)Cl (β-Chloropropionyl chloride), [Cl-].[Al+3].[Cl-].[Cl-] (aluminium chloride), C(CCl)Cl (ethylene dichloride), CC=1C=CC(=CC1)C (p-xylene). Conditions: time 30 minute. Product: ClC(C(=O)C1(CC=CC(=C1)C)C)C (2-(2-chloropropionyl)-2,4-dimethylbenzene). As a reaction SMILES: Cl[CH2:2][CH2:3][C:4](Cl)=[O:5].[Cl-:7].[Al+3].[Cl-].[Cl-].C[C:12]1[CH:13]=[CH:14][C:15]([CH3:18])=[CH:16][CH:17]=1.Cl.[CH2:20](Cl)CCl>>[Cl:7][CH:3]([CH3:2])[C:4]([C:15]1([CH3:18])[CH:16]=[C:17]([CH3:20])[CH:12]=[CH:13][CH2:14]1)=[O:5] |f:1.2.3.4|. Procedure details: β-Chloropropionyl chloride (71.9 g, 566 mmole) was added to a mixture of aluminium chloride (75.5 g, 566 mmole) and ethylene dichloride (200 ml). To this mixture was added p-xylene (60.0 g, 566 mmole) and the solution was stirred at room temperature for 30 minutes, then poured into dilute hydrochloric acid. The organic layer was separated, washed with water and dried over anhydrous sodium sulfate. Evaporation of the solvent under reduced pressure gave 2-(2-chloropropionyl)-2,4-dimethylbenzene a ... Starting materials: ClC1=C(C=NC2=CC3=C(C=C12)C=C(C(=C3)OC)OC)C#N (4-chloro-7,8-dimethoxybenzo[g]quinoline-3-carbonitrile), ClC=1C=C(N)C=CC1F (3-chloro-4-fluoroaniline), Cl.N1=CC=CC=C1 (pyridine hydrochloride). Solvent: C(C)OCCO (2-ethoxyethanol). The product is ClC=1C=C(NC2=C(C=NC3=CC4=C(C=C23)C=C(C(=C4)OC)OC)C#N)C=CC1F (4-(3-Chloro-4-fluoroanilino)-7,8-dimethoxybenzo[g]quinoline-3-carbonitrile). Yield: 90.4%. As a reaction SMILES: Cl[C:2]1[C:11]2[C:6](=[CH:7][C:8]3[CH:15]=[C:14]([O:16][CH3:17])[C:13]([O:18][CH3:19])=[CH:12][C:9]=3[CH:10]=2)[N:5]=[CH:4][C:3]=1[C:20]#[N:21].[Cl:22][C:23]1[CH:24]=[C:25]([CH:27]=[CH:28][C:29]=1[F:30])[NH2:26].Cl.N1C=CC=CC=1>C(OCCO)C>[Cl:22][C:23]1[CH:24]=[C:25]([CH:27]=[CH:28][C:29]=1[F:30])[NH:26][C:2]1[C:11]2[C:6](=[CH:7][C:8]3[CH:15]=[C:14]([O:16][CH3:17])[C:13]([O:18][CH3:19])=[CH:12][C:9]=3[CH:10]=2)[N:5]=[CH:4][C:3]=1[C:20]#[N:21] |f:2.3|. Procedure details: Following the procedure of Example 11, a mixture of 149.4 mg (0.50 mmol) of 4-chloro-7,8-dimethoxybenzo[g]quinoline-3-carbonitrile, 87.3 mg (0.60 mmol) of 3-chloro-4-fluoroaniline and 57.8 mg (0.50 mmol) of pyridine hydrochloride in 7.0 mL of 2-ethoxyethanol is heated at 100–110° C. for 1.0 hour to yield 184.4 mg (83.0%) of the product as a yellow solid, mp>280° C.